This data is from the Open Reaction Database (ORD), a public repository of structured organic reaction records. The task is: describe an organic reaction: reactants, conditions, products, and yield Reactants: FC(C1=CC=C(C=C1)I)F (4-difluoromethyl-1-iodo-benzene), C(C)(C)[Mg]Cl (iPrMgCl), B(OC)(OC)OC (trimethyl borate). Product: FC(C1=CC=C(C=C1)B(O)O)F (4-Difluoromethyl-phenylboronic acid). As a reaction SMILES: [F:1][CH:2]([F:10])[C:3]1[CH:8]=[CH:7][C:6](I)=[CH:5][CH:4]=1.C([Mg]Cl)(C)C.[B:16](OC)([O:19]C)[O:17]C>>[F:1][CH:2]([F:10])[C:3]1[CH:8]=[CH:7][C:6]([B:16]([OH:19])[OH:17])=[CH:5][CH:4]=1. Procedure details: In a departure from the procedure described above the compound is prepared from 4-difluoromethyl-1-iodo-benzene (prepared from 4-iodobenzaldehyde using diethylaminosulfurtrifluoride (DAST) in dichloromethane) using iPrMgCl to generate the arylmetal compound and trapping this intermediate with trimethyl borate. Procedure details: A mixture of 660 mg of tert-butyl 1-[2-(1,3-dioxo-1,3-dihydro-2H-isoindol-2-yl)ethyl]-1H-pyrrole-3-carboxylate, 194 mg of hydrazine monohydrate, and 19 ml of ethanol was stirred at 70° C. for 12 hours. The reaction solution was left to be cooled and the insoluble material was then separated by filtration. The filtrate was concentrated under reduced pressure to obtain 430 mg of tert-butyl 1-(2-aminoethyl)-1H-pyrrole-3-carboxylate as a yellow oily substance. Reaction conditions: temperature 70 celsius, time 12 hour. Reactants: O=C1N(C(C2=CC=CC=C12)=O)CCN1C=C(C=C1)C(=O)OC(C)(C)C (tert-butyl 1-[2-(1,3-dioxo-1,3-dihydro-2H-isoindol-2-yl)ethyl]-1H-pyrrole-3-carboxylate), O.NN (hydrazine monohydrate). Reaction SMILES: O=C1C2C(=CC=CC=2)C(=O)[N:3]1[CH2:12][CH2:13][N:14]1[CH:18]=[CH:17][C:16]([C:19]([O:21][C:22]([CH3:25])([CH3:24])[CH3:23])=[O:20])=[CH:15]1.O.NN>C(O)C>[NH2:3][CH2:12][CH2:13][N:14]1[CH:18]=[CH:17][C:16]([C:19]([O:21][C:22]([CH3:25])([CH3:24])[CH3:23])=[O:20])=[CH:15]1 |f:1.2|. Solvent: C(C)O (ethanol). Yields the product NCCN1C=C(C=C1)C(=O)OC(C)(C)C (tert-butyl 1-(2-aminoethyl)-1H-pyrrole-3-carboxylate). The yield is 105.5%. Starting materials: FC1=CC=C(C=C1)C(=O)N1C(CCC1)CN1CCCC1 ((4-fluoro-phenyl)-(2-pyrrolidin-1-ylmethyl-pyrrolidin-1-yl)-methanone), N1(CCCC1)CCN (2-pyrrolidin-1-yl-ethylamine), KF Al2O3. The solvent is CS(=O)C (DMSO). Yields the product N1(CCCC1)CCNC1=CC=C(C=C1)C(=O)N1C(CCC1)CN1CCCC1 ([4-(2-pyrrolidin-1-yl-ethylamino)-phenyl]-(2-pyrrolidin-1-ylmethyl-pyrrolidin-1-yl)-methanone). Reaction SMILES: F[C:2]1[CH:7]=[CH:6][C:5]([C:8]([N:10]2[CH2:14][CH2:13][CH2:12][CH:11]2[CH2:15][N:16]2[CH2:20][CH2:19][CH2:18][CH2:17]2)=[O:9])=[CH:4][CH:3]=1.[N:21]1([CH2:26][CH2:27][NH2:28])[CH2:25][CH2:24][CH2:23][CH2:22]1>CS(C)=O>[N:21]1([CH2:26][CH2:27][NH:28][C:2]2[CH:7]=[CH:6][C:5]([C:8]([N:10]3[CH2:14][CH2:13][CH2:12][CH:11]3[CH2:15][N:16]3[CH2:20][CH2:19][CH2:18][CH2:17]3)=[O:9])=[CH:4][CH:3]=2)[CH2:25][CH2:24][CH2:23][CH2:22]1. Procedure: For example, (4-fluoro-phenyl)-(2-pyrrolidin-1-ylmethyl-pyrrolidin-1-yl)-methanone (where Y═F) is treated with a suitable nucleophile, in this case, 2-pyrrolidin-1-yl-ethylamine in a suitable solvent such as DMSO and 33% KF/Al2O3 and the reaction is heated for 1-3 days to yield [4-(2-pyrrolidin-1-yl-ethylamino)-phenyl]-(2-pyrrolidin-1-ylmethyl-pyrrolidin-1-yl)-methanone. Reaction SMILES: [CH:10]([O-:11])=[O:12].[CH:17]([OH:18])=[O:19].[Cl:1][c:2]1[cH:3][cH:4][c:5]([CH:6]=[O:7])[cH:8][cH:9]1.[ClH:14].[NH2:15][OH:16].[Na+:13].[OH2:20]>>[Cl:1][c:2]1[cH:3][cH:4][c:5]([C:6]#[N:15])[cH:8][cH:9]1. The reactants are O=C[O-], O=CO, O=Cc1ccc(Cl)cc1, Cl, NO, [Na+], O. The product is N#Cc1ccc(Cl)cc1. The product is COc1cc2ncnc(Nc3cccc(Cl)c3F)c2cc1CN(C)C1(C(N)=O)CN(C(C)C)C1. Starting materials: CC(C)=O, COc1cc2ncnc(Nc3cccc(Cl)c3F)c2cc1CN(C)C1(C(N)=O)CNC1, Cl. As a reaction SMILES: [CH3:33][C:34]([CH3:35])=[O:36].[Cl:2][c:3]1[c:4]([F:32])[c:5]([NH:9][c:10]2[n:11][cH:12][n:13][c:14]3[cH:15][c:16]([O:30][CH3:31])[c:17]([CH2:20][N:21]([C:22]4([C:26](=[O:27])[NH2:28])[CH2:23][NH:24][CH2:25]4)[CH3:29])[cH:18][c:19]23)[cH:6][cH:7][cH:8]1.[ClH:1]>>[Cl:2][c:3]1[c:4]([F:32])[c:5]([NH:9][c:10]2[n:11][cH:12][n:13][c:14]3[cH:15][c:16]([O:30][CH3:31])[c:17]([CH2:20][N:21]([C:22]4([C:26](=[O:27])[NH2:28])[CH2:23][N:24]([CH:34]([CH3:33])[CH3:35])[CH2:25]4)[CH3:29])[cH:18][c:19]23)[cH:6][cH:7][cH:8]1. As a reaction SMILES: [Br:1][C:2]1[CH:7]=[CH:6][C:5]([S:8](Cl)(=[O:10])=[O:9])=[CH:4][CH:3]=1.[F:12][C:13]([F:17])([F:16])[CH2:14][NH2:15]>ClCCl>[Br:1][C:2]1[CH:7]=[CH:6][C:5]([S:8]([NH:15][CH2:14][C:13]([F:17])([F:16])[F:12])(=[O:10])=[O:9])=[CH:4][CH:3]=1. Procedure: According to general procedure C, 4-Bromobenzene sulfonyl chloride (0.40 g, 1.56 mmol) and 2,2,2-trifluoroethylamine (0.32 mL, 3.90 mmol) were stirred together in dry dichloromethane (5 mL) for 16 hours. 4-bromo-N-(2,2,2-trifluoroethyl)benzenesulfonamide (0.13 g) was provided after purification. MS (ESI) m/z 318. HPLC purity 100.0% at 210-370 nm, 8.7 min.; the Xterra® RP18 column, 3.5μ, 150×4.6 mm column, 1.2 mL/min., 85/15-5/95 (ammonium formate buffer pH=3.5/ACN+MeOH) for 10 min., hold 4 min. Starting materials: BrC1=CC=C(C=C1)S(=O)(=O)Cl (4-Bromobenzene sulfonyl chloride), FC(CN)(F)F (2,2,2-trifluoroethylamine). Product: BrC1=CC=C(C=C1)S(=O)(=O)NCC(F)(F)F (4-bromo-N-(2,2,2-trifluoroethyl)benzenesulfonamide). The solvent is ClCCl (dichloromethane). Yield: 26.2%. Reactants: C1CCC2=NCCCN2CC1 (2,3,4,6,7,8,9,10-Octahydropyrimidol[1,2-a]azepine), C1CCC2=NCCCN2CC1 (2,3,4,6,7,8,9,10-Octahydropyrimidol[1,2-a]azepine), CC(CCNC(OC(=C)C)=O)(C)C (prop-1-en-2-yl (3,3-dimethylbutyl)carbamate), NC=1C(=CC(=C(C1)C1=CC2=C(N=C(N=C2)NC)N=C1)F)F (6-(5-amino-2,4-difluorophenyl)-N-methylpyrido[2,3-d]pyrimidin-2-amine), CN1CCCC1 (1-methylpyrrolidine). Run in O1CCOCC1 (dioxane). Conditions: temperature 65 celsius, time 8 hour. Yields the product FC1=C(C=C(C(=C1)F)C1=CC2=C(N=C(N=C2)NC)N=C1)NC(=O)NCCC(C)(C)C (1-(2,4-difluoro-5-(2-(methylamino)pyrido[2,3-d]pyrimidin-6-yl)phenyl)-3-(3,3-dimethylbutyl)urea). Isolated yield 34.6%. RXN SMILES: [CH3:1][C:2]([CH3:13])([CH3:12])[CH2:3][CH2:4][NH:5][C:6](=[O:11])OC(C)=C.[NH2:14][C:15]1[C:16]([F:34])=[CH:17][C:18]([F:33])=[C:19]([C:21]2[CH:32]=[N:31][C:24]3[N:25]=[C:26]([NH:29][CH3:30])[N:27]=[CH:28][C:23]=3[CH:22]=2)[CH:20]=1.CN1CCCC1.C1CCN2C(=NCCC2)CC1>O1CCOCC1>[F:34][C:16]1[CH:17]=[C:18]([F:33])[C:19]([C:21]2[CH:32]=[N:31][C:24]3[N:25]=[C:26]([NH:29][CH3:30])[N:27]=[CH:28][C:23]=3[CH:22]=2)=[CH:20][C:15]=1[NH:14][C:6]([NH:5][CH2:4][CH2:3][C:2]([CH3:1])([CH3:12])[CH3:13])=[O:11]. Procedure: Treat a solution of prop-1-en-2-yl (3,3-dimethylbutyl)carbamate (0.039 g, 0.209 mmol) and 6-(5-amino-2,4-difluorophenyl)-N-methylpyrido[2,3-d]pyrimidin-2-amine (0.060 g, 0.209 mmol) in dioxane (5 mL) with catalytic 1-methylpyrrolidine (1.8 mg, 0.021 mmol) and heat at 65° C. overnight. Add 2,3,4,6,7,8,9,10-Octahydropyrimidol[1,2-a]azepine (0.1 mL) and additional prop-1-en-2-yl (3,3-dimethylbutyl) (25 mg, 0.135 mmol) and heat the mixture at 85° C. overnight. Add additional 2,3,4,6,7,8,9,10-Octahyd... Yields the product S1C=C(C=C1)C=1C=C(C=CC1)N1C=NC2=C1C=C(N2)C(=O)OC (methyl 1-(3-thien-3-ylphenyl)-1,4-dihydropyrrolo[2,3-d]imidazole-5-carboxylate). The solvent is CO (methanol). Isolated yield 30.3%. Reagents/catalysts: S(O)(O)(=O)=O (sulfuric acid). Starting materials: S1C=C(C=C1)C=1C=C(C=CC1)N1C=NC2=C1C=C(N2)C(=O)O (1-(3-thien-3-ylphenyl)-1,4-dihydropyrrolo[2,3-d]imidazole-5-carboxylic acid), C([O-])(O)=O.[Na+] (sodium bicarbonate). Reaction SMILES: [S:1]1[CH:5]=[CH:4][C:3]([C:6]2[CH:7]=[C:8]([N:12]3[C:16]4[CH:17]=[C:18]([C:20]([OH:22])=[O:21])[NH:19][C:15]=4[N:14]=[CH:13]3)[CH:9]=[CH:10][CH:11]=2)=[CH:2]1.[C:23](=O)(O)[O-].[Na+]>CO.S(=O)(=O)(O)O>[S:1]1[CH:5]=[CH:4][C:3]([C:6]2[CH:7]=[C:8]([N:12]3[C:16]4[CH:17]=[C:18]([C:20]([O:22][CH3:23])=[O:21])[NH:19][C:15]=4[N:14]=[CH:13]3)[CH:9]=[CH:10][CH:11]=2)=[CH:2]1 |f:1.2|. Procedure details: To a stirred solution of 1-(3-thien-3-ylphenyl)-1,4-dihydropyrrolo[2,3-d]imidazole-5-carboxylic acid (200 mg, 0.65 mmol, prepared as described in the procedure for example 6) in methanol (10 mL) was added concentrated sulfuric acid (5 drops). The solution was heated at reflux for 36 h then cooled to room temperature, basified with aqueous sodium bicarbonate (40 mL) and extracted with CH2Cl2 (2×40 mL). The combined organic extracts were washed with saturated aqueous sodium chloride, dried over so...